This data is from the Open Reaction Database (ORD), a public repository of structured organic reaction records. The task is: describe an organic reaction: reactants, conditions, products, and yield Starting materials: ClC1=C(C=CC=C1Cl)S(=O)(=O)Cl (2,3-dichlorobenzenesulphonyl chloride), COC(=O)C1=NC=CN=C1N (methyl-3-aminopyrazine-2-carboxylate), [H-].[Na+] (sodium hydride). The solvent is O (water), 1,2-dimethoxymethane. Conditions: time 20 hour. Yields the product ClC1=C(C=CC=C1Cl)S(=O)(=O)NC=1C(=NC=CN1)C(=O)OC (3-{[(2,3-Dichlorophenyl)sulphonyl]amino}pyrazine-2-carboxylic acid, methyl ester). Yield: 23.5%. Reaction SMILES: [Cl:1][C:2]1[C:7]([Cl:8])=[CH:6][CH:5]=[CH:4][C:3]=1[S:9](Cl)(=[O:11])=[O:10].[CH3:13][O:14][C:15]([C:17]1[C:22]([NH2:23])=[N:21][CH:20]=[CH:19][N:18]=1)=[O:16].[H-].[Na+]>O>[Cl:1][C:2]1[C:7]([Cl:8])=[CH:6][CH:5]=[CH:4][C:3]=1[S:9]([NH:23][C:22]1[C:17]([C:15]([O:14][CH3:13])=[O:16])=[N:18][CH:19]=[CH:20][N:21]=1)(=[O:11])=[O:10] |f:2.3|. Reported procedure: To a stirred solution of 2,3-dichlorobenzenesulphonyl chloride (0.246 g) and methyl-3-aminopyrazine-2-carboxylate (0.153 g) in 1,2-dimethoxymethane (3 mL) was added portionwise sodium hydride (0.1 g of a 60% dispersion in oil) over 1 hour. The mixture was stirred at room temperature for 20 h, was poured into water (20 mL) and extracted into ethyl acetate (2×20 mL). The combined extracts were dried (MgSO4), filtered and concentrated to afford an oil that was purified by chromatography on silica g...